This data is from the Open Reaction Database (ORD), a public repository of structured organic reaction records. The task is: describe an organic reaction: reactants, conditions, products, and yield The reactants are BrC=1C=C(OCC2=C(C(=O)O)C=CC=C2)C=CC1 (2-(3-bromophenoxymethyl)benzoic acid), ice water. Reagents/catalysts: FC(C(=O)OC(C(F)(F)F)=O)(F)F (trifluoracetic anhydride). The product is BrC=1C=CC2=C(OCC3=C(C2=O)C=CC=C3)C1 (3-bromo-6,11-dihydrodibenz[b,e]oxepin-11-one). Isolated yield 44.0%. Reaction SMILES: [Br:1][C:2]1[CH:3]=[C:4]([CH:16]=[CH:17][CH:18]=1)[O:5][CH2:6][C:7]1[CH:15]=[CH:14][CH:13]=[CH:12][C:8]=1[C:9]([OH:11])=O>FC(F)(F)C(OC(=O)C(F)(F)F)=O>[Br:1][C:2]1[CH:18]=[CH:17][C:16]2[C:9](=[O:11])[C:8]3[CH:12]=[CH:13][CH:14]=[CH:15][C:7]=3[CH2:6][O:5][C:4]=2[CH:3]=1. Procedure: A suspension of 2-(3-bromophenoxymethyl)benzoic acid (35 g, 0.11 mole) in 100 mL of trifluoracetic anhydride containing 20 drops of boron trifluoride-ether complex was refluxed for four hours. The mixture was poured into ice water and then extracted with diethyl ether. Concentration of ether solution under reduced pressure and chromatography of the residue on a silica gel column (Waters Associates, Prep 500) with hexane/methylene chloride (70:30) gave the pure product (14 g), m.p. 110°-112 C. pm... Starting materials: CC(=O)OC(C)=O, Cl, CC1CN(C(=O)c2nn(C)c3ccccc23)CC1N, O, c1ccncc1. Reaction SMILES: [CH3:27][C:28](=[O:29])[O:30][C:31](=[O:32])[CH3:33].[ClH:1].[NH2:2][CH:3]1[CH2:4][N:5]([C:9](=[O:10])[c:11]2[n:12][n:13]([CH3:20])[c:14]3[cH:15][cH:16][cH:17][cH:18][c:19]23)[CH2:6][CH:7]1[CH3:8].[OH2:34].[cH:21]1[cH:22][cH:23][n:24][cH:25][cH:26]1>>[NH:2]([CH:3]1[CH2:4][N:5]([C:9](=[O:10])[c:11]2[n:12][n:13]([CH3:20])[c:14]3[cH:15][cH:16][cH:17][cH:18][c:19]23)[CH2:6][CH:7]1[CH3:8])[C:28]([CH3:27])=[O:29]. Product: CC(=O)NC1CN(C(=O)c2nn(C)c3ccccc23)CC1C. Starting materials: BrC1=C(C(=CC(=C1)[N+](=O)[O-])Br)O (2,6-dibromo-4-nitrophenol), C([O-])([O-])=O.[K+].[K+] (potassium carbonate), BrCCCCCCC1=C2C(C(=O)NC2=O)=CC=C1 (6-bromohexylphthalimide). Solvent: C(C)#N (acetonitrile). Run at time 0.5 hour. Yields the product BrC1=C(OCCCCCCN2C(C3=CC=CC=C3C2=O)=O)C(=CC(=C1)[N+](=O)[O-])Br (2-(6-(2,6-Dibromo-4-nitrophenoxy)hexyl)isoindoline-1,3-dione), solid. Yield: 60.0%. Reaction SMILES: [Br:1][C:2]1[CH:7]=[C:6]([N+:8]([O-:10])=[O:9])[CH:5]=[C:4]([Br:11])[C:3]=1[OH:12].[C:13](=[O:16])([O-])[O-].[K+].[K+].BrCCCCCC[C:26]1[CH:36]=[CH:35][CH:34]=[C:28]2[C:29]([NH:31][C:32](=[O:33])[C:27]=12)=O>C(#N)C>[Br:1][C:2]1[CH:7]=[C:6]([N+:8]([O-:10])=[O:9])[CH:5]=[C:4]([Br:11])[C:3]=1[O:12][CH2:4][CH2:3][CH2:2][CH2:7][CH2:6][CH2:29][N:31]1[C:32](=[O:33])[C:27]2[C:26](=[CH:36][CH:35]=[CH:34][CH:28]=2)[C:13]1=[O:16] |f:1.2.3|. Reported procedure: To a solution of 2,6-dibromo-4-nitrophenol (2.00 g, 6.74 mmol) in acetonitrile (10 mL) was added potassium carbonate (2.79 g, 20.22 mmol). The resulting mixture was stirred for 0.5 h under reflux conditions. To this was added 6-bromohexylphthalimide (2.30 g, 7.41 mmol) and continued stirring for another 72 hours at 80° C. The reaction mixture was cooled to room temperature and filtered through Celite. The filtrate was concentrated in vacuo. MPLC purification (Hexanes:EtOAc/80:20) of the residue ... Starting materials: CC(C)(C)OC(=O)N1CCN2C(=O)c3c(cc(Br)cc3C(F)(F)F)C2C1, CCOCC, Cl. The product is Cl, O=C1c2c(cc(Br)cc2C(F)(F)F)C2CNCCN12. As a reaction SMILES: [C:1]([O:2][C:3](=[O:4])[N:8]1[CH2:9][CH:10]2[N:11]([C:12](=[O:24])[c:13]3[c:14]([C:20]([F:21])([F:22])[F:23])[cH:15][c:16]([Br:19])[cH:17][c:18]32)[CH2:25][CH2:26]1)([CH3:5])([CH3:6])[CH3:7].[CH3:28][CH2:29][O:30][CH2:31][CH3:32].[ClH:27]>>[ClH:27].[NH:8]1[CH2:9][CH:10]2[N:11]([C:12](=[O:24])[c:13]3[c:14]([C:20]([F:21])([F:22])[F:23])[cH:15][c:16]([Br:19])[cH:17][c:18]32)[CH2:25][CH2:26]1. The reactants are COC(=O)OC, Cl, [H-], [Na+], O=C1CCc2ccccc2C1. Product: COC(=O)C1C(=O)CCc2ccccc21. As a reaction SMILES: [CH3:15][O:16][C:17](=[O:18])[O:19][CH3:20].[ClH:14].[H-:1].[Na+:2].[O:3]=[C:4]1[CH2:5][c:6]2[cH:7][cH:8][cH:9][cH:10][c:11]2[CH2:12][CH2:13]1>>[O:3]=[C:4]1[CH:5]([C:17]([O:16][CH3:15])=[O:18])[c:6]2[cH:7][cH:8][cH:9][cH:10][c:11]2[CH2:12][CH2:13]1. Starting materials: COc1cc(N2CCc3cc(Br)sc3C2=O)ccc1O[Si](C(C)C)(C(C)C)C(C)C, O=C([O-])[O-], COCCOC, CCO, OB(O)c1ccc(Cl)cc1, [Na+], [Na+], O, c1ccc(P(c2ccccc2)(c2ccccc2)[Pd](P(c2ccccc2)(c2ccccc2)c2ccccc2)(P(c2ccccc2)(c2ccccc2)c2ccccc2)P(c2ccccc2)(c2ccccc2)c2ccccc2)cc1. Product: COc1cc(N2CCc3cc(-c4ccc(Cl)cc4)sc3C2=O)ccc1O[Si](C(C)C)(C(C)C)C(C)C. As a reaction SMILES: [Br:1][c:2]1[cH:3][c:4]2[c:5]([s:30]1)[C:6](=[O:29])[N:7]([c:10]1[cH:11][c:12]([O:27][CH3:28])[c:13]([O:16][Si:17]([CH:18]([CH3:19])[CH3:20])([CH:21]([CH3:22])[CH3:23])[CH:24]([CH3:25])[CH3:26])[cH:14][cH:15]1)[CH2:8][CH2:9]2.[C:44](=[O:45])([O-:46])[O-:47].[CH2:50]([CH2:51][O:52][CH3:53])[O:54][CH3:55].[CH3:31][CH2:32][OH:33].[Cl:34][c:35]1[cH:36][cH:37][c:38]([B:41]([OH:42])[OH:43])[cH:39][cH:40]1.[Na+:48].[Na+:49].[OH2:133].[cH:56]1[cH:57][cH:58][c:59]([P:60]([Pd:61]([P:62]([c:63]2[cH:64][cH:65][cH:66][cH:67][cH:68]2)([c:69]2[cH:70][cH:71][cH:72][cH:73][cH:74]2)[c:75]2[cH:76][cH:77][cH:78][cH:79][cH:80]2)([P:81]([c:82]2[cH:83][cH:84][cH:85][cH:86][cH:87]2)([c:88]2[cH:89][cH:90][cH:91][cH:92][cH:93]2)[c:94]2[cH:95][cH:96][cH:97][cH:98][cH:99]2)[P:100]([c:101]2[cH:102][cH:103][cH:104][cH:105][cH:106]2)([c:107]2[cH:108][cH:109][cH:110][cH:111][cH:112]2)[c:113]2[cH:114][cH:115][cH:116][cH:117][cH:118]2)([c:119]2[cH:120][cH:121][cH:122][cH:123][cH:124]2)[c:125]2[cH:126][cH:127][cH:128][cH:129][cH:130]2)[cH:131][cH:132]1>>[c:2]1(-[c:38]2[cH:37][cH:36][c:35]([Cl:34])[cH:40][cH:39]2)[cH:3][c:4]2[c:5]([s:30]1)[C:6](=[O:29])[N:7]([c:10]1[cH:11][c:12]([O:27][CH3:28])[c:13]([O:16][Si:17]([CH:18]([CH3:19])[CH3:20])([CH:21]([CH3:22])[CH3:23])[CH:24]([CH3:25])[CH3:26])[cH:14][cH:15]1)[CH2:8][CH2:9]2.